describe an organic reaction: reactants, conditions, products, and yield From a dataset of the Open Reaction Database (ORD), a public repository of structured organic reaction records. Procedure: NH4Cl (0.150 g, 2.8 mmol) is added to a solution of 1-methyl-1H-imidazole-2-carboxylic acid ethyl ester (15.5 g, 101 mmol) in ammonium hydroxide 35% (112 mL) and the reaction is stirred for 6 h at 100° C. in a sealed reaction flask. The reaction is cooled to 0° C. and the solid formed filtered and washed with ice water and ether to give 1-methyl-1H-imidazole-2-carboxylic acid amide as brown crystals (6.9 g, 55%). Reactants: [NH4+].[Cl-] (NH4Cl), C(C)OC(=O)C=1N(C=CN1)C (1-methyl-1H-imidazole-2-carboxylic acid ethyl ester). Conditions: temperature 100 celsius, time 6 hour. Reaction SMILES: [NH4+:1].[Cl-].C([O:5][C:6]([C:8]1[N:9]([CH3:13])[CH:10]=[CH:11][N:12]=1)=O)C>[OH-].[NH4+]>[CH3:13][N:9]1[CH:10]=[CH:11][N:12]=[C:8]1[C:6]([NH2:1])=[O:5] |f:0.1,3.4|. The yield is 1969.4%. The product is CN1C(=NC=C1)C(=O)N (1-methyl-1H-imidazole-2-carboxylic acid amide). Run in [OH-].[NH4+] (ammonium hydroxide). Starting materials: C1(CCCC1)N(CCC(=O)O)C=1SC=C(N1)C1=CC=C(C=C1)C(C)C (3-{cyclopentyl-[4-(4-isopropyl-phenyl)-thiazol-2-yl]-amino}-propionic acid), C1(=CC=CC=C1)P(=O)(C1=CC=CC=C1)N=[N+]=[N-] (diphenyl phosphoryl azide), CCN(C(C)C)C(C)C (DIEA), CS(=O)(=O)N (methane sulfonamide). Run in CC#N (CH3CN). Conditions: time 16 hour. Product: C1(CCCC1)N(CCNC(=O)NS(=O)(=O)C)C=1SC=C(N1)C1=CC=C(C=C1)C(C)C (1-(2-{cyclopentyl-[4-(4-isopropyl-phenyl)-thiazol-2-yl]-amino}-ethyl)-3-methanesulfonyl-urea). Reaction SMILES: [CH:1]1([N:6]([C:12]2[S:13][CH:14]=[C:15]([C:17]3[CH:22]=[CH:21][C:20]([CH:23]([CH3:25])[CH3:24])=[CH:19][CH:18]=3)[N:16]=2)[CH2:7][CH2:8]C(O)=O)[CH2:5][CH2:4][CH2:3][CH2:2]1.C1(P(N=[N+]=[N-])(C2C=CC=CC=2)=[O:33])C=CC=CC=1.CC[N:45]([CH:49](C)C)C(C)C.[CH3:52][S:53]([NH2:56])(=[O:55])=[O:54]>CC#N>[CH:1]1([N:6]([C:12]2[S:13][CH:14]=[C:15]([C:17]3[CH:18]=[CH:19][C:20]([CH:23]([CH3:24])[CH3:25])=[CH:21][CH:22]=3)[N:16]=2)[CH2:7][CH2:8][NH:45][C:49]([NH:56][S:53]([CH3:52])(=[O:55])=[O:54])=[O:33])[CH2:2][CH2:3][CH2:4][CH2:5]1. Reported procedure: A mixture of 3-{cyclopentyl-[4-(4-isopropyl-phenyl)-thiazol-2-yl]-amino}-propionic acid (100 mg, 0.28 mmol), diphenyl phosphoryl azide (70 ul, 0.25 mmol) and DIEA (150 μl) was heated in CH3CN at 60° C. for 1 hour. After cooling to room temperature methane sulfonamide (50 mg, 0.52 mmol) was added and reaction mixture was stirred. After 16 h, the reaction mixture was concentrated in high vacuum. The crude residue was purified on a silica gel column (ethyl acetate/hexane 1:1) to afford 1-(2-{cyclop... Reactants: CI, [K+], O=C1C=CCCO1, [OH-], O. The product is COC(=O)C=CCCO. As a reaction SMILES: [CH3:10][I:11].[K+:2].[O:3]1[C:4](=[O:9])[CH:5]=[CH:6][CH2:7][CH2:8]1.[OH-:1].[OH2:12]>>[O:1]=[C:4]([CH:5]=[CH:6][CH2:7][CH2:8][OH:3])[O:9][CH3:10]. The reactants are CCOCC, NC(=O)C1(O)CCOc2ccc(F)cc21, O=S(Cl)Cl. Product: NC(=O)C1(Cl)CCOc2ccc(F)cc21. As a reaction SMILES: [CH3:20][CH2:21][O:22][CH2:23][CH3:24].[F:1][c:2]1[cH:3][cH:4][c:5]2[c:6]([cH:15]1)[C:7]([C:11](=[O:12])[NH2:13])([OH:14])[CH2:8][CH2:9][O:10]2.[S:16]([Cl:17])([Cl:18])=[O:19]>>[F:1][c:2]1[cH:3][cH:4][c:5]2[c:6]([cH:15]1)[C:7]([C:11](=[O:12])[NH2:13])([Cl:18])[CH2:8][CH2:9][O:10]2. The reactants are Br.CC(=O)O (HBr HOAc), BrC1=CC=C2C3=C(COC2=C1)C=C(C=C3)C(=O)O (3-Bromo-6H-benzo[c]chromene-8-carboxylic acid), C(C(=O)Cl)(=O)Cl (oxalyl chloride), C[Si](C)(C)C=[N+]=[N-] (trimethylsilyldiazomethane), C([O-])(O)=O.[Na+] (sodium bicarbonate). Run in CCOC(=O)C (EtOAc), C(Cl)Cl (DCM), C(Cl)Cl (DCM). Reaction conditions: temperature 45 celsius, time 12 hour. The product is BrCC(=O)C=1C=CC2=C(COC3=CC(=CC=C23)Br)C1 (2-Bromo-1-(3-bromo-6H-benzo[c]chromen-8-yl)-ethanone). As a reaction SMILES: [Br:1][C:2]1[CH:11]=[C:10]2[C:5]([C:6]3[CH:15]=[CH:14][C:13]([C:16]([OH:18])=O)=[CH:12][C:7]=3[CH2:8][O:9]2)=[CH:4][CH:3]=1.[C:19](Cl)(=O)C(Cl)=O.C[Si](C=[N+]=[N-])(C)C.[BrH:32].CC(O)=O.C(=O)(O)[O-].[Na+]>C(Cl)Cl.CCOC(C)=O>[Br:32][CH2:19][C:16]([C:13]1[CH:14]=[CH:15][C:6]2[C:5]3[C:10](=[CH:11][C:2]([Br:1])=[CH:3][CH:4]=3)[O:9][CH2:8][C:7]=2[CH:12]=1)=[O:18] |f:3.4,5.6|. Procedure: To 3-Bromo-6H-benzo[c]chromene-8-carboxylic acid (0.5 mmol) was added a solution of oxalyl chloride in DCM (2.0 N, 5 ml, 10 mmol). The mixture was heated at 45° C. for 2 hours and cooled to 25° C. Excess reagents and solvent were removed under reduced pressure and co-evaporated with toluene. To the solution of above residue in DCM (5 ml) at 0° C. trimethylsilyldiazomethane (2.0 N, 0.75 ml, 1.5 mmol) was added dropwise. The mixture was stirred at 25° C. for 12 hours and was concentrated. The resi... Reaction SMILES: [Br:1][CH2:2][C:3](=[O:4])[N:5]([CH2:6][CH3:7])[CH2:8][CH3:9].[CH3:10][c:11]1[cH:12][cH:13][c:14]([NH2:15])[cH:16][cH:17]1.[F:18][C:19]([c:20]1[cH:21][c:22]([S:26](=[O:27])(=[O:28])[Cl:29])[cH:23][cH:24][cH:25]1)([F:30])[F:31]>>[CH2:2]([C:3](=[O:4])[N:5]([CH2:6][CH3:7])[CH2:8][CH3:9])[N:15]([c:14]1[cH:13][cH:12][c:11]([CH3:10])[cH:17][cH:16]1)[S:26]([c:22]1[cH:21][c:20]([C:19]([F:18])([F:30])[F:31])[cH:25][cH:24][cH:23]1)(=[O:27])=[O:28]. Product: CCN(CC)C(=O)CN(c1ccc(C)cc1)S(=O)(=O)c1cccc(C(F)(F)F)c1. Starting materials: CCN(CC)C(=O)CBr, Cc1ccc(N)cc1, O=S(=O)(Cl)c1cccc(C(F)(F)F)c1. The reactants are CCOC(C)=O, O=[N+]([O-])c1cc(F)ccc1CBr, c1ccc(P(c2ccccc2)c2ccccc2)cc1. The product is [Br-], O=[N+]([O-])c1cc(F)ccc1C[P+](c1ccccc1)(c1ccccc1)c1ccccc1. Reaction SMILES: [CH3:32][CH2:33][O:34][C:35]([CH3:36])=[O:37].[N+:1](=[O:2])([O-:3])[c:4]1[c:5]([CH2:6][Br:7])[cH:8][cH:9][c:10]([F:12])[cH:11]1.[c:13]1([P:19]([c:20]2[cH:21][cH:22][cH:23][cH:24][cH:25]2)[c:26]2[cH:27][cH:28][cH:29][cH:30][cH:31]2)[cH:14][cH:15][cH:16][cH:17][cH:18]1>>[Br-:7].[N+:1](=[O:2])([O-:3])[c:4]1[c:5]([CH2:6][P+:19]([c:13]2[cH:14][cH:15][cH:16][cH:17][cH:18]2)([c:20]2[cH:21][cH:22][cH:23][cH:24][cH:25]2)[c:26]2[cH:27][cH:28][cH:29][cH:30][cH:31]2)[cH:8][cH:9][c:10]([F:12])[cH:11]1.